From a dataset of the Open Reaction Database (ORD), a public repository of structured organic reaction records. describe an organic reaction: reactants, conditions, products, and yield Starting materials: O=C1CCC(=O)N1Br, O=C(OOC(=O)c1ccccc1)c1ccccc1, ClC(Cl)(Cl)Cl, Cc1ccc(C(=O)c2ccc(Cl)cc2)cc1. Yields the product O=C(c1ccc(Cl)cc1)c1ccc(CBr)cc1. As a reaction SMILES: [Br:35][N:36]1[C:37](=[O:38])[CH2:39][CH2:40][C:41]1=[O:42].[C:17]([O:18][O:19][C:20](=[O:21])[c:22]1[cH:23][cH:24][cH:25][cH:26][cH:27]1)(=[O:28])[c:29]1[cH:30][cH:31][cH:32][cH:33][cH:34]1.[C:43]([Cl:44])([Cl:45])([Cl:46])[Cl:47].[Cl:1][c:2]1[cH:3][cH:4][c:5]([C:6](=[O:7])[c:8]2[cH:9][cH:10][c:11]([CH3:14])[cH:12][cH:13]2)[cH:15][cH:16]1>>[Cl:1][c:2]1[cH:3][cH:4][c:5]([C:6](=[O:7])[c:8]2[cH:9][cH:10][c:11]([CH2:14][Br:35])[cH:12][cH:13]2)[cH:15][cH:16]1. Conditions: temperature 105 celsius. Procedure: A mixture of piperazine-1-carboxylic acid tert-butyl ester (1.05 g, 5.65 mmol), 2-bromo-5-fluoro-benzonitrile (1.13 g, 5.65 mmol), Pd2(dba)3 (259 mg, 0.283 mmol), xanthphos (490 mg, 0.848 mmol), sodium tert-butoxide (1.63 g, 16.95 mmol) in anhydrous 1,4-dioxane (10 ml) was heated at 100-110° C. in a sealed tube for 1 h. After cooled to room temperature, the mixture was filtered through celite then concentrated before purified by chromatography (hexanes/EtOAc) to provide compound as indicated (1.... The product is C(C)(C)(C)OC(=O)N1CCN(CC1)C1=C(C=C(C=C1)F)C#N (4-(2-Cyano-4-fluoro-phenyl)-piperazine-1-carboxylic acid tert-butyl ester). The reactants are C(C)(C)(C)OC(=O)N1CCNCC1 (piperazine-1-carboxylic acid tert-butyl ester), BrC1=C(C#N)C=C(C=C1)F (2-bromo-5-fluoro-benzonitrile), CC1(C2=C(C(=CC=C2)P(C3=CC=CC=C3)C4=CC=CC=C4)OC5=C(C=CC=C51)P(C6=CC=CC=C6)C7=CC=CC=C7)C (xanthphos), CC(C)([O-])C.[Na+] (sodium tert-butoxide). Solvent: O1CCOCC1 (1,4-dioxane). The reagents and catalysts are C=1C=CC(=CC1)/C=C/C(=O)/C=C/C2=CC=CC=C2.C=1C=CC(=CC1)/C=C/C(=O)/C=C/C2=CC=CC=C2.C=1C=CC(=CC1)/C=C/C(=O)/C=C/C2=CC=CC=C2.[Pd].[Pd] (Pd2(dba)3). RXN SMILES: [C:1]([O:5][C:6]([N:8]1[CH2:13][CH2:12][NH:11][CH2:10][CH2:9]1)=[O:7])([CH3:4])([CH3:3])[CH3:2].Br[C:15]1[CH:22]=[CH:21][C:20]([F:23])=[CH:19][C:16]=1[C:17]#[N:18].CC1(C)C2C(=C(P(C3C=CC=CC=3)C3C=CC=CC=3)C=CC=2)OC2C(P(C3C=CC=CC=3)C3C=CC=CC=3)=CC=CC1=2.CC(C)([O-])C.[Na+]>O1CCOCC1.C1C=CC(/C=C/C(/C=C/C2C=CC=CC=2)=O)=CC=1.C1C=CC(/C=C/C(/C=C/C2C=CC=CC=2)=O)=CC=1.C1C=CC(/C=C/C(/C=C/C2C=CC=CC=2)=O)=CC=1.[Pd].[Pd]>[C:1]([O:5][C:6]([N:8]1[CH2:13][CH2:12][N:11]([C:15]2[CH:22]=[CH:21][C:20]([F:23])=[CH:19][C:16]=2[C:17]#[N:18])[CH2:10][CH2:9]1)=[O:7])([CH3:4])([CH3:2])[CH3:3] |f:3.4,6.7.8.9.10|. The reactants are N#Cc1ccc(Br)cc1, O=C([O-])[O-], CO, Cl, [K+], [K+], CC(C)(S)C(N)C(=O)O, O. RXN SMILES: [Br:1][c:2]1[cH:3][cH:4][c:5]([C:6]#[N:7])[cH:8][cH:9]1.[C:19]([O-:20])(=[O:21])[O-:22].[CH3:26][OH:27].[ClH:25].[K+:23].[K+:24].[NH2:10][CH:11]([C:12]([CH3:13])([CH3:14])[SH:15])[C:16](=[O:17])[OH:18].[OH2:28]>>[Br:1][c:2]1[cH:3][cH:4][c:5]([C:6]([NH:7][CH:11]([C:12]([CH3:13])([CH3:14])[SH:15])[C:16](=[O:17])[OH:18])=[O:20])[cH:8][cH:9]1. Product: CC(C)(S)C(NC(=O)c1ccc(Br)cc1)C(=O)O. Reactants: ClC(=O)OC1C2CC3(CC(CC1C3)C2)O (1-hydroxy-4-adamantyl chloroformate), ClC=1C=NC(=NC1)C1CNCC1 (5-chloro-2-(pyrrolidin-3-yl)pyrimidine). Yields the product ClC=1C=NC(=NC1)C1CN(CC1)C(=O)OC1C2CC3(CC(CC1C3)C2)O (1-hydroxy-4-adamantyl 3-(5-chloropyrimidin-2-yl)pyrrolidine-1-carboxylate). RXN SMILES: Cl[C:2]([O:4][CH:5]1[CH:12]2[CH2:13][C:8]3([OH:15])[CH2:9][CH:10]([CH2:14][CH:6]1[CH2:7]3)[CH2:11]2)=[O:3].[Cl:16][C:17]1[CH:18]=[N:19][C:20]([CH:23]2[CH2:27][CH2:26][NH:25][CH2:24]2)=[N:21][CH:22]=1>>[Cl:16][C:17]1[CH:18]=[N:19][C:20]([CH:23]2[CH2:27][CH2:26][N:25]([C:2]([O:4][CH:5]3[CH:12]4[CH2:13][C:8]5([OH:15])[CH2:9][CH:10]([CH2:14][CH:6]3[CH2:7]5)[CH2:11]4)=[O:3])[CH2:24]2)=[N:21][CH:22]=1. Procedure: The title compound was prepared following a procedure analogous to that described in Example 19 Step 1 using 1-hydroxy-4-adamantyl chloroformate solution and 5-chloro-2-(pyrrolidin-3-yl)pyrimidine. Two isomers were separated by prep HPLC.